This data is from the Open Reaction Database (ORD), a public repository of structured organic reaction records. The task is: describe an organic reaction: reactants, conditions, products, and yield Reactants: Cl (hydrogen chloride), S(O)(O)(=O)=O (sulfuric acid), product, C1(=CC=CC=C1)C(C#N)(C1CN(C1)C)C1=CC=CC=C1 (α,α-diphenyl-α-(1-methyl-3-azetidinyl)acetonitrile), base. The solvent is CC(=O)CC(C)C (isobutyl methyl ketone). Reaction conditions: temperature 70 celsius. Product: Cl.C1(=CC=CC=C1)C(C(=O)N)(C1CN(C1)C)C1=CC=CC=C1 (α,α-Diphenyl-α-(1-methyl-3-azetidinyl)acetamide Hydrochloride). RXN SMILES: S(=O)(=O)(O)[OH:2].[C:6]1([C:12]([C:20]2[CH:25]=[CH:24][CH:23]=[CH:22][CH:21]=2)([CH:15]2[CH2:18][N:17]([CH3:19])[CH2:16]2)[C:13]#[N:14])[CH:11]=[CH:10][CH:9]=[CH:8][CH:7]=1.[ClH:26]>CC(CC(C)C)=O>[ClH:26].[C:6]1([C:12]([C:20]2[CH:25]=[CH:24][CH:23]=[CH:22][CH:21]=2)([CH:15]2[CH2:18][N:17]([CH3:19])[CH2:16]2)[C:13]([NH2:14])=[O:2])[CH:7]=[CH:8][CH:9]=[CH:10][CH:11]=1 |f:4.5|. Reported procedure: To 60 ml. of concentrated sulfuric acid preheated to 60° C. was added 21.7 g. (0.082 mole) of α,α-diphenyl-α-(1-methyl-3-azetidinyl)acetonitrile at a rate so as to maintain a temperature of 60°-70° C. The solution obtained was heated to 70° C. for 18 hrs. and extracted with chloroform. The chloroform extract was dried over sodium sulfate and concentrated and the residue crystallized from ethyl acetate-isopropyl alcohol to give 13.8 g. of the free base (60%) melting at 171°-174° C. The base was t...